This data is from the Open Reaction Database (ORD), a public repository of structured organic reaction records. The task is: describe an organic reaction: reactants, conditions, products, and yield Starting materials: C(#N)CC=1N(C(C2=CC(=C(C=C2C1C1=CC=CC=C1)C)C)=O)C (3-cyanomethyl-1,2-dihydro-2,6,7-trimethyl-1-oxo-4-phenylisoquinoline), Cl (hydrochloric acid), C(C)(=O)O (acetic acid). Reaction conditions: temperature 110 celsius. Product: CN1C(C2=CC(=C(C=C2C(=C1CC(=O)O)C1=CC=CC=C1)C)C)=O (1,2-Dihydro-2,6,7-trimethyl-1-oxo-4-phenyl-3-isoquinoline acetic acid). RXN SMILES: C(C[C:4]1[N:5]([CH3:23])[C:6](=[O:22])[C:7]2[C:12]([C:13]=1[C:14]1[CH:19]=[CH:18][CH:17]=[CH:16][CH:15]=1)=[CH:11][C:10]([CH3:20])=[C:9]([CH3:21])[CH:8]=2)#N.Cl.[C:25]([OH:28])(=[O:27])[CH3:26]>>[CH3:23][N:5]1[C:4]([CH2:26][C:25]([OH:28])=[O:27])=[C:13]([C:14]2[CH:19]=[CH:18][CH:17]=[CH:16][CH:15]=2)[C:12]2[C:7](=[CH:8][C:9]([CH3:21])=[C:10]([CH3:20])[CH:11]=2)[C:6]1=[O:22]. Procedure: A mixture of the compound (4.7 g) obtained in Step 1, acetic acid (150 ml) and hydrochloric acid (150 ml) was heated for 7 hours at 110° C. The solvent was distilled off. To the residue was added ethyl acetate, which was washed with water and dried (MgSO4), then the solvent was distilled off to leave the title compound as colorless crystals (3.7 g). Reactants: ClC=1C=C(C=CC1F)C1=CCC(CC1)C(=O)OCC (ethyl 4-(3-chloro-4-fluorophenyl)cyclohex-3-ene-1-carboxylate). Reagents/catalysts: [Pd] (Pd/C). Run in CCOC(=O)C (EtOAc). Reaction conditions: time 30 minute. Yields the product ClC=1C=C(C=CC1F)[C@@H]1CC[C@H](CC1)C(=O)OCC (ethyl trans-4-(3-chloro-4-fluorophenyl)cyclohexanecarboxylate). Reaction SMILES: [Cl:1][C:2]1[CH:3]=[C:4]([C:9]2[CH2:14][CH2:13][CH:12]([C:15]([O:17][CH2:18][CH3:19])=[O:16])[CH2:11][CH:10]=2)[CH:5]=[CH:6][C:7]=1[F:8]>CCOC(C)=O.[Pd]>[Cl:1][C:2]1[CH:3]=[C:4]([C@H:9]2[CH2:10][CH2:11][C@H:12]([C:15]([O:17][CH2:18][CH3:19])=[O:16])[CH2:13][CH2:14]2)[CH:5]=[CH:6][C:7]=1[F:8]. Procedure details: To a solution of ethyl 4-(3-chloro-4-fluorophenyl)cyclohex-3-ene-1-carboxylate (270 mg, 0.955-mmoL) in EtOAc (15 mL) was added 10% Pd/C (45 mg). The reaction was put under an atmosphere of H2 (balloon) and stirred vigorously at room temperature. After 30 min, the catalyst was removed by filtration, and the filtrate was concentrated to afford a mixture of cis and trans products. The desired trans isomer was separated by flash chromatography on silica gel (0 to 10% EtOAc/hexanes) to afford ethyl t... The reactants are FC=1C=C2C(=C(/C(/C2=CC1)=C/C1=CC=C(C=C1)SC)C)CCNO ((Z)-5-Fluoro-3-(2-hydroxaminoethyl)-2-methyl-1-(4-methylthiobenzylidene)indene), C[Si](C)(C)N=C=O (trimethylsilyl isocyanate), C(C)(=O)OCC (Ethyl acetate), O (Water). Solvent: C1CCOC1 (THF). Run at time 30 minute. The product is FC=1C=C2C(=C(/C(/C2=CC1)=C/C1=CC=C(C=C1)SC)C)CCN(C(=O)N)O ((Z)-N-{2-[5-Fluoro-2-methyl-1-(4-methylthiobenzylidene)inden-3-yl]ethyl}-N-hydroxyurea). As a reaction SMILES: [F:1][C:2]1[CH:3]=[C:4]2[C:8](=[CH:9][CH:10]=1)/[C:7](=[CH:11]\[C:12]1[CH:17]=[CH:16][C:15]([S:18][CH3:19])=[CH:14][CH:13]=1)/[C:6]([CH3:20])=[C:5]2[CH2:21][CH2:22][NH:23][OH:24].C[Si]([N:29]=[C:30]=[O:31])(C)C.O.C(OCC)(=O)C>C1COCC1>[F:1][C:2]1[CH:3]=[C:4]2[C:8](=[CH:9][CH:10]=1)/[C:7](=[CH:11]\[C:12]1[CH:17]=[CH:16][C:15]([S:18][CH3:19])=[CH:14][CH:13]=1)/[C:6]([CH3:20])=[C:5]2[CH2:21][CH2:22][N:23]([OH:24])[C:30]([NH2:29])=[O:31]. Reported procedure: To a solution of the hydroxylamine intermediate from Step 4 (1.62 g, 4.7 mmol) in THF (15 mL) there was added 85% trimethylsilyl isocyanate (954 mg, 7.25 mmol). The mixture was stirred at room temperature for 30 minutes. Water (10 mL) was added and stirring was continued for a further 10 minutes. Ethyl acetate was then added, the organic layer was decanted, washed with brine, dried over MgSO4 and evaporated to dryness. The residue was triturated with ether and filtered to afford the pure title p... The reactants are C=Cc1ccccc1, C=CCCCC, Cl[SiH2]Cl. Yields the product CCCCCC[Si](Cl)(Cl)CCc1ccccc1. RXN SMILES: [CH2:10]=[CH:11][c:12]1[cH:13][cH:14][cH:15][cH:16][cH:17]1.[CH2:1]=[CH:2][CH2:3][CH2:4][CH2:5][CH3:6].[Cl:7][SiH2:8][Cl:9]>>[CH2:1]([CH2:2][CH2:3][CH2:4][CH2:5][CH3:6])[Si:8]([Cl:7])([Cl:9])[CH2:10][CH2:11][c:12]1[cH:13][cH:14][cH:15][cH:16][cH:17]1. The reactants are CC1(OCCO1)C1=NC=CC(=C1)CN1N=CC(=N1)[N+](=O)[O-] (2-(2-methyl-[1,3]dioxolan-2-yl)-4-(4-nitro-[1,2,3]triazol-2-ylmethyl)-pyridine), [NH4+].[Cl-] (NH4Cl), N#N (N2). Reagents/catalysts: [Fe] (iron). Solvent: CCO (EtOH), O (water). Conditions: temperature 75 celsius, time 60 minute. Product: CC1(OCCO1)C1=NC=CC(=C1)CN1N=CC(=N1)N (2-[2-(2-Methyl-[1,3]dioxolan-2-yl)-pyridin-4-ylmethyl]-2H-[1,2,3]triazol-4-ylamine). As a reaction SMILES: N#N.[CH3:3][C:4]1([C:9]2[CH:14]=[C:13]([CH2:15][N:16]3[N:20]=[C:19]([N+:21]([O-])=O)[CH:18]=[N:17]3)[CH:12]=[CH:11][N:10]=2)[O:8][CH2:7][CH2:6][O:5]1.[NH4+].[Cl-]>CCO.O.[Fe]>[CH3:3][C:4]1([C:9]2[CH:14]=[C:13]([CH2:15][N:16]3[N:20]=[C:19]([NH2:21])[CH:18]=[N:17]3)[CH:12]=[CH:11][N:10]=2)[O:8][CH2:7][CH2:6][O:5]1 |f:2.3|. Reported procedure: In a flame dried round-bottomed flask equipped with a magnetic stir bar and under inert atmosphere (N2), a mixture of 2-(2-methyl-[1,3]dioxolan-2-yl)-4-(4-nitro-[1,2,3]triazol-2-ylmethyl)-pyridine (145 mg, 0.50 mmol), iron powder (84 mg, 1.49 mmol) and NH4Cl (134 mg, 2.49 mmol) in a mixture of EtOH (2.0 mL) and water (1.0 mL) was stirred at 75° C. for 60 min. The reaction mixture was filtered while hot and concentrated under reduced pressure. CH2Cl2 (10 mL) was added followed by 1N NaOH (10 mL)....